This data is from the Open Reaction Database (ORD), a public repository of structured organic reaction records. The task is: describe an organic reaction: reactants, conditions, products, and yield Reactants: C(=O)(OCC)C1=C(N=C2N1C=C(C=C2NCC2=C(C=CC=C2CC)CC)C)C (3-carboethoxy-2,6-dimethyl-8-(2,6-diethylbenzylamino)imidazo[1,2-a]pyridine), [H-].[Al+3].[Li+].[H-].[H-].[H-] (lithium aluminiumhydride). Solvent: O1CCCC1 (tetrahydrofuran). Reaction conditions: time 4 hour. Yields the product C(C)C1=C(CNC=2C=3N(C=C(C2)C)C(=C(N3)C)CO)C(=CC=C1)CC (8-(2,6-diethylbenzylamino)-2,6-dimethyl-3-hydroxymethyl imidazo[1,2-a]pyridine). Reaction SMILES: [C:1]([C:6]1[N:10]2[CH:11]=[C:12]([CH3:27])[CH:13]=[C:14]([NH:15][CH2:16][C:17]3[C:22]([CH2:23][CH3:24])=[CH:21][CH:20]=[CH:19][C:18]=3[CH2:25][CH3:26])[C:9]2=[N:8][C:7]=1[CH3:28])(OCC)=[O:2].[H-].[Al+3].[Li+].[H-].[H-].[H-]>O1CCCC1>[CH2:23]([C:22]1[CH:21]=[CH:20][CH:19]=[C:18]([CH2:25][CH3:26])[C:17]=1[CH2:16][NH:15][C:14]1[C:9]2[N:10]([C:6]([CH2:1][OH:2])=[C:7]([CH3:28])[N:8]=2)[CH:11]=[C:12]([CH3:27])[CH:13]=1)[CH3:24] |f:1.2.3.4.5.6|. Reported procedure: A solution of 3-carboethoxy-2,6-dimethyl-8-(2,6-diethylbenzylamino)imidazo[1,2-a]pyridine (1.75 g, 4.6 mmol) in 30 ml tetrahydrofuran was treated with lithium aluminiumhydride (0.7 g, 18.5 mmol) at room temperature during 3.5 h. The reaction was complete after 4 h and was quenched carefully by dropwise addition of water (0.7 ml), aqueous sodium hydroxide (0.7 ml, 15%) and again water (2 ml). The mixture was extracted with chloroform and the organic layer was concentrated. The residue was recryst... Starting materials: N1(C(CCC1)C(=O)OC1=CC=CC=C1)C(=O)OC(C)(C)C (1-tert-Butyl 2-phenyl pyrrolidine-1,2-dicarboxylate), FC(C(=O)O)(F)F (Trifluoroacetic acid). Run in C(Cl)Cl (DCM). Run at time 1 hour. The product is N1C(CCC1)C(=O)OC1=CC=CC=C1 (Phenyl pyrrolidine-2-carboxylate). RXN SMILES: [N:1]1(C(OC(C)(C)C)=O)[CH2:5][CH2:4][CH2:3][CH:2]1[C:6]([O:8][C:9]1[CH:14]=[CH:13][CH:12]=[CH:11][CH:10]=1)=[O:7].FC(F)(F)C(O)=O>C(Cl)Cl>[NH:1]1[CH2:5][CH2:4][CH2:3][CH:2]1[C:6]([O:8][C:9]1[CH:14]=[CH:13][CH:12]=[CH:11][CH:10]=1)=[O:7]. Procedure details: Compound 22 (500 mg, 1.71 mmol) was dissolved in dry DCM (6 mL). Trifluoroacetic acid (0.66 mL, 8.58 mmol) was then added to the solution at 0° C. and stirred under nitrogen for 1 h. The reaction mixture was then concentrated under vacuum and used directly in the next step without further purification. Starting materials: Cc1ncc(CCCN(C(=O)[O-])C(C)(C)C)cc1Nc1ncc2c(n1)-c1ccc(C(F)(F)F)cc1NC(=O)C2, Cl, C1COCCO1. Product: Cc1ncc(CCCN)cc1Nc1ncc2c(n1)-c1ccc(C(F)(F)F)cc1NC(=O)C2. Reaction SMILES: [C:2]([N:6]([C:3](=[O:4])[O-:5])[CH2:10][CH2:11][CH2:12][c:13]1[cH:14][n:15][c:16]([CH3:40])[c:17]([NH:19][c:20]2[n:21][cH:22][c:23]3[c:29]([n:30]2)-[c:28]2[c:27]([cH:34][c:33]([C:35]([F:36])([F:37])[F:38])[cH:32][cH:31]2)[NH:26][C:25](=[O:39])[CH2:24]3)[cH:18]1)([CH3:7])([CH3:8])[CH3:9].[ClH:1].[O:41]1[CH2:42][CH2:43][O:44][CH2:45][CH2:46]1>>[NH2:6][CH2:10][CH2:11][CH2:12][c:13]1[cH:14][n:15][c:16]([CH3:40])[c:17]([NH:19][c:20]2[n:21][cH:22][c:23]3[c:29]([n:30]2)-[c:28]2[c:27]([cH:34][c:33]([C:35]([F:36])([F:37])[F:38])[cH:32][cH:31]2)[NH:26][C:25](=[O:39])[CH2:24]3)[cH:18]1. Reaction SMILES: [H-].[Na+].[CH3:3][C:4]1[N:5]([CH2:9][CH:10]2[C:22](=[O:23])[C:21]3[C:20]4[C:15](=[CH:16][CH:17]=[CH:18][CH:19]=4)[NH:14][C:13]=3[CH2:12][CH2:11]2)[CH:6]=[CH:7][N:8]=1.Cl[C:25]([O:27][CH3:28])=[O:26].C(=O)([O-])[O-].[Na+].[Na+].[C:35]([OH:42])(=[O:41])/[CH:36]=[CH:37]\[C:38]([OH:40])=[O:39]>CN(C)C=O.C(O)C>[C:35]([OH:42])(=[O:41])/[CH:36]=[CH:37]\[C:38]([OH:40])=[O:39].[CH3:28][O:27][C:25]([N:14]1[C:13]2[CH2:12][CH2:11][CH:10]([CH2:9][N:5]3[CH:6]=[CH:7][N:8]=[C:4]3[CH3:3])[C:22](=[O:23])[C:21]=2[C:20]2[C:15]1=[CH:16][CH:17]=[CH:18][CH:19]=2)=[O:26] |f:0.1,4.5.6,10.11|. Reaction conditions: time 30 minute. The solvent is C(C)O (ethanol), CN(C=O)C (dimethylformamide), C(C)O (ethanol). Reactants: C([O-])([O-])=O.[Na+].[Na+] (sodium carbonate), [H-].[Na+] (Sodium hydride), CC=1N(C=CN1)CC1CCC=2NC3=CC=CC=C3C2C1=O (1,2,3,9-tetrahydro-3-[(2-methyl-1H-imidazol-1-yl)methyl]-4H-carbazol-4-one), ClC(=O)OC (Methyl chloroformate), C(\C=C/C(=O)O)(=O)O (maleic acid). Procedure details: Sodium hydride (0.075 g) was added to a solution of 1,2,3,9-tetrahydro-3-[(2-methyl-1H-imidazol-1-yl)methyl]-4H-carbazol-4-one (0.7 g) in dimethylformamide (10 ml) and the mixture was stirred at room temperature for 30 min. Methyl chloroformate (0.3 ml) was added and stirring continued at room temperature for 4 h. The resulting solution was basified with sodium carbonate (100 ml) filtered, and the filtrate was extracted with ethyl acetate (2×50 ml). The combined organic extracts and solid were w... The product is C(\C=C/C(=O)O)(=O)O.COC(=O)N1C2=CC=CC=C2C=2C(C(CCC12)CN1C(=NC=C1)C)=O (1,2,3,9-Tetrahydro-9-(methoxycarbonyl)-3-[(2-methyl-1H-imidazol-1-yl)methyl]-4H-carbazol-4-one maleate). Starting materials: C(C)C1=CC(=NN1C)C(=O)O (5-Ethyl-1-methylpyrazole-3-carboxylic acid), CN(C)C=O (DMF), C(C(=O)Cl)(=O)Cl (oxalyl chloride). The solvent is ClCCl (dichloromethane), ClCCl (dichloromethane). Reaction conditions: temperature 0 celsius, time 2 hour. The product is CON(C(=O)C1=NN(C(=C1)CC)C)C (N-Methoxy-N-methyl-5-ethyl-1-methylpyrazole-3-carboxamide). The yield is 94.0%. As a reaction SMILES: [CH2:1]([C:3]1[N:7]([CH3:8])[N:6]=[C:5]([C:9]([OH:11])=O)[CH:4]=1)[CH3:2].[CH3:12][N:13](C=O)C.[C:17](Cl)(=[O:21])C(Cl)=O>ClCCl>[CH3:17][O:21][N:13]([CH3:12])[C:9]([C:5]1[CH:4]=[C:3]([CH2:1][CH3:2])[N:7]([CH3:8])[N:6]=1)=[O:11]. Procedure: 5-Ethyl-1-methylpyrazole-3-carboxylic acid (2.5g) in dichloromethane (50 ml) was treated with DMF (0.12 ml) and cooled under argon in an ice-bath. The solution was treated with oxalyl chloride (2.2 g) in dichloromethane (25 ml) in a dropwise fashion. After complete addition the reaction mixture was maintained at 0° C. for 2.5 m. and then allowed to warm to room temperature. The solution was evaporated and the residue re-dissolved in toluene (100 ml) and concentrated again. The crude acid chlorid... Starting materials: O=C([O-])[O-], C1CCOC1, Nc1ncc(-c2cc(N3CCOCC3)nc(Cl)n2)cn1, [Cs+], [Cs+], Nc1cnc2ccccc2c1, CC(=O)[O-], CC(=O)[O-], [Pd+2], c1ccc(P(c2ccccc2)c2ccc3ccccc3c2-c2c(P(c3ccccc3)c3ccccc3)ccc3ccccc23)cc1. Product: Nc1ncc(-c2cc(N3CCOCC3)nc(Nc3cnc4ccccc4c3)n2)cn1. RXN SMILES: [C:78](=[O:79])([O-:80])[O-:81].[CH2:84]1[O:85][CH2:86][CH2:87][CH2:88]1.[Cl:1][c:2]1[n:3][c:4]([N:15]2[CH2:16][CH2:17][O:18][CH2:19][CH2:20]2)[cH:5][c:6](-[c:8]2[cH:9][n:10][c:11]([NH2:14])[n:12][cH:13]2)[n:7]1.[Cs+:82].[Cs+:83].[NH2:21][c:22]1[cH:23][n:24][c:25]2[cH:26][cH:27][cH:28][cH:29][c:30]2[cH:31]1.[O-:90][C:91]([CH3:92])=[O:93].[O-:94][C:95]([CH3:96])=[O:97].[Pd+2:89].[cH:32]1[cH:33][cH:34][c:35]([P:36]([c:37]2[cH:38][cH:39][c:40]3[c:41]([cH:42][cH:43][cH:44][cH:45]3)[c:46]2-[c:47]2[c:48]3[c:49]([cH:50][cH:51][cH:52][cH:53]3)[cH:54][cH:55][c:56]2[P:57]([c:58]2[cH:59][cH:60][cH:61][cH:62][cH:63]2)[c:64]2[cH:65][cH:66][cH:67][cH:68][cH:69]2)[c:70]2[cH:71][cH:72][cH:73][cH:74][cH:75]2)[cH:76][cH:77]1>>[c:2]1([NH:21][c:22]2[cH:23][n:24][c:25]3[cH:26][cH:27][cH:28][cH:29][c:30]3[cH:31]2)[n:3][c:4]([N:15]2[CH2:16][CH2:17][O:18][CH2:19][CH2:20]2)[cH:5][c:6](-[c:8]2[cH:9][n:10][c:11]([NH2:14])[n:12][cH:13]2)[n:7]1. Starting materials: OCCCN1C(C2=CC=CC=C2C(=C1)C1=CC=CC=C1)=O (2-(3-hydroxypropyl)-4-phenyl-1-(2H)-isoquinolone), S(=O)(Cl)Cl (thionyl chloride). Run in C1=CC=CC=C1 (benzene). Yields the product ClCCCN1C(C2=CC=CC=C2C(=C1)C1=CC=CC=C1)=O (2-(3-chloropropyl)-4-phenyl-1(2H)-isoquinolone). Reaction SMILES: O[CH2:2][CH2:3][CH2:4][N:5]1[CH:14]=[C:13]([C:15]2[CH:20]=[CH:19][CH:18]=[CH:17][CH:16]=2)[C:12]2[C:7](=[CH:8][CH:9]=[CH:10][CH:11]=2)[C:6]1=[O:21].S(Cl)([Cl:24])=O>C1C=CC=CC=1>[Cl:24][CH2:2][CH2:3][CH2:4][N:5]1[CH:14]=[C:13]([C:15]2[CH:20]=[CH:19][CH:18]=[CH:17][CH:16]=2)[C:12]2[C:7](=[CH:8][CH:9]=[CH:10][CH:11]=2)[C:6]1=[O:21]. Procedure details: Then, 23 of 2-(3-hydroxypropyl)-4-phenyl-1-(2H)-isoquinolone was added to a mixture of 60 ml of benzene and 25 ml of thionyl chloride and the mixture was heated at reflux for 1 hour. The solvent was distilled off and the residue was dissolved in dichloromethane. The solution was washed with water and dried, and then the solvent was distilled off. The resulting crystals were recrystallized from a mixture of ethyl acetate and petroleum ether to obtain 23.3 g of 2-(3-chloropropyl)-4-phenyl-1(2H)-is... The reactants are CCCBr, CCCNc1nc(C)nc2c(-c3c(C)cc(C)cc3C)n(C)nc12, CS(C)=O, [K+], [OH-]. Yields the product CCCN(CCC)c1nc(C)nc2c(-c3c(C)cc(C)cc3C)n(C)nc12. As a reaction SMILES: [Br:27][CH2:28][CH2:29][CH3:30].[CH2:1]([CH2:2][CH3:3])[NH:4][c:5]1[c:6]2[c:7]([n:8][c:9]([CH3:11])[n:10]1)[c:12](-[c:16]1[c:17]([CH3:24])[cH:18][c:19]([CH3:23])[cH:20][c:21]1[CH3:22])[n:13]([CH3:15])[n:14]2.[CH3:31][S:32]([CH3:33])=[O:34].[K+:26].[OH-:25]>>[CH2:1]([CH2:2][CH3:3])[N:4]([c:5]1[c:6]2[c:7]([n:8][c:9]([CH3:11])[n:10]1)[c:12](-[c:16]1[c:17]([CH3:24])[cH:18][c:19]([CH3:23])[cH:20][c:21]1[CH3:22])[n:13]([CH3:15])[n:14]2)[CH2:28][CH2:29][CH3:30]. Reactants: [Si](Cl)(Cl)(Cl)Cl (silicon tetrachloride), cuprous chloride, cupric chloride, C(C)(=O)O (acetic acid), C=CC (propylene). The solvent is C(C)(=O)OC(C)=O (acetic anhydride). Conditions: temperature 160 celsius. Yields the product C(C)(=O)OCC(C)OC(C)=O (propylene glycol diacetate). RXN SMILES: [Si](Cl)(Cl)(Cl)Cl.[CH2:6]=[CH:7][CH3:8].[C:9]([OH:12])(=[O:11])[CH3:10]>C(OC(=O)C)(=O)C>[C:9]([O:12][CH2:6][CH:7]([O:12][C:9](=[O:11])[CH3:10])[CH3:8])(=[O:11])[CH3:10]. Reported procedure: 2 g silicon tetrachloride were dissolved together with 2 g cuprous chloride and 2 g cupric chloride in 500 ml glacial acetic acid and 50 ml acetic anhydride. This solution was saturated with propylene and with compressed air at 40 atmospheres, and then heated to 160°C. Distillation resulted in the preparation of 4.6 g propylene glycol diacetate. The reactants are C1(=CC=CC=C1)CCCCCCN (6-phenylhexylamine), C1CCC(CC1)N=C=NC2CCCCC2 (DCC), OC1=CC=CC=2NN=NC21 (hydroxybenzotriazole), C(C1=CC=CC=C1)SC1CC(N1CC(=O)O)=O ((4-benzylthio-2-oxoazetidin-1-yl)acetic acid). Run in CN(C)C=O (DMF), C(C)(=O)OCC (Ethyl acetate). Conditions: time 2 hour. The product is C1(=CC=CC=C1)CCCCCCNC(CN1C(CC1SCC1=CC=CC=C1)=O)=O (N-(6-phenylhexyl)-(4-benzylthio-2-oxoazetidin-1-yl)acetamide). Yield: 70.0%. As a reaction SMILES: [C:1]1([CH2:7][CH2:8][CH2:9][CH2:10][CH2:11][CH2:12][NH2:13])[CH:6]=[CH:5][CH:4]=[CH:3][CH:2]=1.C1CCC(N=C=NC2CCCCC2)CC1.OC1C2N=NNC=2C=CC=1.[CH2:39]([S:46][CH:47]1[N:50]([CH2:51][C:52](O)=[O:53])[C:49](=[O:55])[CH2:48]1)[C:40]1[CH:45]=[CH:44][CH:43]=[CH:42][CH:41]=1>CN(C=O)C.C(OCC)(=O)C>[C:1]1([CH2:7][CH2:8][CH2:9][CH2:10][CH2:11][CH2:12][NH:13][C:52](=[O:53])[CH2:51][N:50]2[CH:47]([S:46][CH2:39][C:40]3[CH:45]=[CH:44][CH:43]=[CH:42][CH:41]=3)[CH2:48][C:49]2=[O:55])[CH:6]=[CH:5][CH:4]=[CH:3][CH:2]=1. Procedure: A solution of 6-phenylhexylamine (Morse M. A. et al., Cancer Research, 1991, 1846), (7.0 g, 40 mmol) in DMF (20 ml) was added to DCC (8.2 g, 40 mmol), hydroxybenzotriazole (5.3 g, 39 mmol) and (4-benzylthio-2-oxoazetidin-1-yl)acetic acid (10 g, 39 mmol) and the mixture stirred for 2 hours at room temperature. Ethyl acetate (250 ml) was added, the precipitate filtered, the filtrate washed with dil NaHCO3, water (×2), dried (MgSO4) and evaporated to an oil which was purified by flash chromatograph...